This data is from the Open Reaction Database (ORD), a public repository of structured organic reaction records. The task is: describe an organic reaction: reactants, conditions, products, and yield Reactants: Cl.ClC=1C(=C(C=CC1)N1CCNCC1)CC (1-(3-chloro-2-ethyl-phenyl)-piperazine hydrochloride), O=C1C=CC=2C=CC(=NC2N1)OCCCC=O (4-(7-oxo-7,8-dihydro-[1,8]naphthyridin-2-yloxy)-butyraldehyde). The product is ClC=1C(=C(C=CC1)N1CCN(CC1)CCCCOC1=CC=C2C=CC(NC2=N1)=O)CC (7-{4-[4-(3-Chloro-2-ethyl-phenyl)-piperazin-1-yl]-butoxy}-1H-[1,8]naphthyridin-2-one). RXN SMILES: Cl.[Cl:2][C:3]1[C:4]([CH2:15][CH3:16])=[C:5]([N:9]2[CH2:14][CH2:13][NH:12][CH2:11][CH2:10]2)[CH:6]=[CH:7][CH:8]=1.[O:17]=[C:18]1[NH:27][C:26]2[N:25]=[C:24]([O:28][CH2:29][CH2:30][CH2:31][CH:32]=O)[CH:23]=[CH:22][C:21]=2[CH:20]=[CH:19]1>>[Cl:2][C:3]1[C:4]([CH2:15][CH3:16])=[C:5]([N:9]2[CH2:14][CH2:13][N:12]([CH2:32][CH2:31][CH2:30][CH2:29][O:28][C:24]3[N:25]=[C:26]4[C:21]([CH:20]=[CH:19][C:18](=[O:17])[NH:27]4)=[CH:22][CH:23]=3)[CH2:11][CH2:10]2)[CH:6]=[CH:7][CH:8]=1 |f:0.1|. Procedure details: In a manner similar to that of other examples above, 1-(3-chloro-2-ethyl-phenyl)-piperazine hydrochloride was coupled by reductive amination to 4-(7-oxo-7,8-dihydro-[1,8]naphthyridin-2-yloxy)-butyraldehyde followed by typical workup and purification to give the title compound. MS: APCI: M+1: 441.2 (Exact Mass: 440.20).